From a dataset of the Open Reaction Database (ORD), a public repository of structured organic reaction records. describe an organic reaction: reactants, conditions, products, and yield The yield is 86.0%. The product is CN(CC[C@@H](C(N(C)C)=O)NC(=O)C1=C(C=C2C=NN(C2=C1)CC(C)C)OC1=C(C=C(C=C1)F)F)C ((S)-5-(2,4-difluorophenoxy)-1-isobutyl-1H-indazole-6-carboxylic acid (3-dimethylamino-1-dimethylcarbamoylpropyl)-amide). As a reaction SMILES: [F:1][C:2]1[CH:33]=[C:32]([F:34])[CH:31]=[CH:30][C:3]=1[O:4][C:5]1[CH:6]=[C:7]2[C:11](=[CH:12][C:13]=1[C:14]([NH:16][C@@H:17]([CH2:21]CN(C)C)[C:18](O)=[O:19])=[O:15])[N:10]([CH2:26][CH:27]([CH3:29])[CH3:28])[N:9]=[CH:8]2.[CH3:35][NH:36][CH3:37].C[CH2:39][N:40]=[C:41]=NCCCN(C)C.[CH:49]1C=CC2N(O)N=NC=2C=1.CCN(C(C)C)C(C)C>ClCCl>[CH3:35][N:36]([CH3:49])[CH2:37][CH2:21][C@H:17]([NH:16][C:14]([C:13]1[CH:12]=[C:11]2[C:7]([CH:8]=[N:9][N:10]2[CH2:26][CH:27]([CH3:28])[CH3:29])=[CH:6][C:5]=1[O:4][C:3]1[CH:30]=[CH:31][C:32]([F:34])=[CH:33][C:2]=1[F:1])=[O:15])[C:18](=[O:19])[N:40]([CH3:41])[CH3:39]. Reported procedure: To a solution of (S)-2-{[5-(2,4-difluorophenoxy)-1-isobutyl-1H-indazole-6-carbonyl]-amino}-4-dimethylaminobutyric acid (33d; Example 123) (0.100 g, 0.21 mmol), dimethylamine (0.095 g, 2.11 mmol), EDCI (0.053 g, 0.27 mmol), HOBt (0.037 g, 0.27 mmol) dissolved in dichloromethane was added drop-wise DIEA (0.082 g, 0.63 mmol). The reaction mixture was stirred at room temperature until complete consumption of the starting material was observed by HPLC analysis. The reaction mixture was then diluted w... Run in ClCCl (dichloromethane), ClCCl (dichloromethane). The reactants are FC1=C(OC=2C=C3C=NN(C3=CC2C(=O)N[C@H](C(=O)O)CCN(C)C)CC(C)C)C=CC(=C1)F ((S)-2-{[5-(2,4-Difluorophenoxy)-1-isobutyl-1H-indazole-6-carbonyl]-amino}-4-dimethylaminobutyric acid), CNC (dimethylamine), CCN=C=NCCCN(C)C (EDCI), C=1C=CC2=C(C1)N=NN2O (HOBt), CCN(C(C)C)C(C)C (DIEA). Reactants: COC(CNC1C(CCC2=CC=CC=C12)(C)C)=O (N-(2,2-dimethyl-1,2,3,4-tetrahydronaphthalen-1-yl)glycine methyl ester), C(C)(=O)OC(C)=O (acetic anhydride). The solvent is C(=O)O (formic acid). Run at time 70 hour. Yields the product COC(CN(C1C(CCC2=CC=CC=C12)(C)C)C=O)=O (N-formyl-N-(2,2-dimethyl-1,2,3,4-tetrahydronaphthalen-1-yl)glycine methyl ester). RXN SMILES: [CH3:1][O:2][C:3](=[O:18])[CH2:4][NH:5][CH:6]1[C:15]2[C:10](=[CH:11][CH:12]=[CH:13][CH:14]=2)[CH2:9][CH2:8][C:7]1([CH3:17])[CH3:16].[C:19](OC(=O)C)(=[O:21])C>C(O)=O>[CH3:1][O:2][C:3](=[O:18])[CH2:4][N:5]([CH:19]=[O:21])[CH:6]1[C:15]2[C:10](=[CH:11][CH:12]=[CH:13][CH:14]=2)[CH2:9][CH2:8][C:7]1([CH3:16])[CH3:17]. Procedure: The complete yield of N-(2,2-dimethyl-1,2,3,4-tetrahydronaphthalen-1-yl)glycine methyl ester of the process a) is added dropwise with cooling to 5° C. to 67.8 ml of formic acid. Additionally 24.9 ml of acetic anhydride are added, and the mixture is kept at room temperature for 70 hours. Destillation under vacuum affords 35.2 g of N-formyl-N-(2,2-dimethyl-1,2,3,4-tetrahydronaphthalen-1-yl)glycine methyl ester having a melting point of 74°-75° C. Reactants: CI, CN(C)C=O, [H-], O=NN1c2ccccc2NC(=O)c2ccccc21, [Na+], O. The product is CN1C(=O)c2ccccc2N(N=O)c2ccccc21. RXN SMILES: [CH3:22][I:23].[CH3:24][N:25]([CH3:26])[CH:27]=[O:28].[H-:1].[N:4](=[O:5])[N:6]1[c:7]2[c:8]([cH:18][cH:19][cH:20][cH:21]2)[NH:9][C:10](=[O:17])[c:11]2[c:12]1[cH:13][cH:14][cH:15][cH:16]2.[Na+:2].[OH2:3]>>[N:4](=[O:5])[N:6]1[c:7]2[c:8]([cH:18][cH:19][cH:20][cH:21]2)[N:9]([CH3:22])[C:10](=[O:17])[c:11]2[c:12]1[cH:13][cH:14][cH:15][cH:16]2. Starting materials: CCOC(=O)C(C)C1CCN(C(=O)OC(C)(C)C)CC1, Cl, C1COCCO1. Yields the product CCOC(=O)C(C)C1CCNCC1. Reaction SMILES: [CH2:1]([CH3:2])[O:3][C:4]([CH:5]([CH3:6])[CH:7]1[CH2:8][CH2:9][N:10]([C:13]([O:14][C:15]([CH3:16])([CH3:17])[CH3:18])=[O:19])[CH2:11][CH2:12]1)=[O:20].[ClH:27].[O:21]1[CH2:22][CH2:23][O:24][CH2:25][CH2:26]1>>[CH2:1]([CH3:2])[O:3][C:4]([CH:5]([CH3:6])[CH:7]1[CH2:8][CH2:9][NH:10][CH2:11][CH2:12]1)=[O:20]. The reactants are [Br-], CC(=O)O, Cc1ccc(Cl)cc1Cl, [NH4+], [Na+], O=[N+]([O-])[O-], O. Yields the product Clc1ccc(CBr)c(Cl)c1. RXN SMILES: [Br-:11].[CH3:18][C:19](=[O:20])[OH:21].[Cl:1][c:2]1[c:3]([CH3:9])[cH:4][cH:5][c:6]([Cl:8])[cH:7]1.[NH4+:12].[Na+:10].[O-:13][N+:14](=[O:15])[O-:16].[OH2:17]>>[Cl:1][c:2]1[c:3]([CH2:9][Br:11])[cH:4][cH:5][c:6]([Cl:8])[cH:7]1. The reactants are C1CN(CCN1)CC2=CC=CC=C2, CCOC(=O)C1=CC2=C(O1)C=CC=C2Br. Reagents/catalysts: C(=O)([O-])[O-].[Cs+].[Cs+], CC(C)C1=CC(=C(C(=C1)C(C)C)C2=CC=CC=C2P(C3CCCCC3)C4CCCCC4)C(C)C, C1=CC=C(C=C1)/C=C/C(=O)/C=C/C2=CC=CC=C2.C1=CC=C(C=C1)/C=C/C(=O)/C=C/C2=CC=CC=C2.C1=CC=C(C=C1)/C=C/C(=O)/C=C/C2=CC=CC=C2.[Pd].[Pd]. Solvent: C1COCCO1. Conditions: temperature 95 celsius. Product: CCOC(=O)C1=CC2=C(C=CC=C2O1)N3CCN(CC3)CC4=CC=CC=C4. The yield is 90.1%. Reported procedure: 20/10 2009 10:10:14 +0200  To ethyl 4-bromobenzofuran-2-carboxylate (2.50 g, 9.29 mmol) and 1-benzylpiperazine (1.776 mL, 10.22 mmol) in dry degassed dioxane (30 mL) were added Cesium carbonate (3.94 g, 12.08 mmol), 2-Dicyclohexylphosphino-2',4',6'-triisopropylbiphenyl (0.443 g, 0.93 mmol) and Tris(dibenzylideneacetone)dipalladium(0) (0.425 g, 0.46 mmol) under argon and the reaction heated at 95°C o/n.  All starting material consumed. The crude solution was pooled with the corresponding solution... Reactants: ClC1=CC=C(C=C1)C1=NC2=C(N1C(C(=O)O)C1CCCCC1)C=C(C(=C2)F)F ([2-(4-chloro-phenyl)-5,6-difluoro-benzoimidazol-1-yl]-cyclohexyl-acetic acid), NC1=CC=C(C(=O)OCC)C=C1 (ethyl 4-aminobenzoate). The reagents and catalysts are CN(C1=CC=NC=C1)C (4-dimethylaminopyridine). Solvent: S(=O)(Cl)Cl (thionylchloride), ClCCl (dichloromethane). Conditions: temperature 0 celsius, time 4 hour. The product is C(C)OC(C1=CC=C(C=C1)NC(C(C1CCCCC1)N1C(=NC2=C1C=C(C(=C2)F)F)C2=CC=C(C=C2)Cl)=O)=O (4-{2-[2-(4-Chloro-phenyl)-5,6-difluoro-benzoimidazol-1-yl]-2-cyclohexyl-acetylamino}-benzoic acid ethyl ester). The yield is 63.6%. Reaction SMILES: [Cl:1][C:2]1[CH:7]=[CH:6][C:5]([C:8]2[N:12]([CH:13]([CH:17]3[CH2:22][CH2:21][CH2:20][CH2:19][CH2:18]3)[C:14](O)=[O:15])[C:11]3[CH:23]=[C:24]([F:28])[C:25]([F:27])=[CH:26][C:10]=3[N:9]=2)=[CH:4][CH:3]=1.[NH2:29][C:30]1[CH:40]=[CH:39][C:33]([C:34]([O:36][CH2:37][CH3:38])=[O:35])=[CH:32][CH:31]=1>S(Cl)(Cl)=O.CN(C)C1C=CN=CC=1.ClCCl>[CH2:37]([O:36][C:34](=[O:35])[C:33]1[CH:39]=[CH:40][C:30]([NH:29][C:14](=[O:15])[CH:13]([N:12]2[C:11]3[CH:23]=[C:24]([F:28])[C:25]([F:27])=[CH:26][C:10]=3[N:9]=[C:8]2[C:5]2[CH:4]=[CH:3][C:2]([Cl:1])=[CH:7][CH:6]=2)[CH:17]2[CH2:22][CH2:21][CH2:20][CH2:19][CH2:18]2)=[CH:31][CH:32]=1)[CH3:38]. Procedure details: The solution of 3.0 g (7.4 mmol) [2-(4-chloro-phenyl)-5,6-difluoro-benzoimidazol-1-yl]-cyclohexyl-acetic acid in 5.4 ml thionylchloride was stirred under reflux. After 1 h the volatile components were removed at a rotary evaporator, the residue taken up in toluene and evaporated (three times). The remaining oil was dissolved in 30 ml dichloromethane, cooled to 0° C. and added dropwise on a solution of ethyl 4-aminobenzoate (1.35 g, 8.1 mmol) and 2.72 g (22.2 mmol) 4-dimethylaminopyridine dissolv... Reactants: I.CSC(NC1=C(C=CC=C1)N1CCCC1)=NC (2-methyl-1-[2-(1-pyrrolidinyl)phenyl]-3-methyl-2-thiopseudourea hydroiodide), C(C=C)N (allylamine), C(\C=C\C(=O)O)(=O)O (fumaric acid). Run in C(C)O (ethanol). Conditions: time 50 day. Product: C(\C=C\C(=O)O)(=O)O.C(C=C)NC(=NC1=C(C=CC=C1)N1CCCC1)NC (1-allyl-2-[2-(1-pyrrolidinyl)phenyl]-3-methylguanidine monofumarate). Reaction SMILES: I.CS[C:4](=[N:17][CH3:18])[NH:5][C:6]1[CH:11]=[CH:10][CH:9]=[CH:8][C:7]=1[N:12]1[CH2:16][CH2:15][CH2:14][CH2:13]1.[CH2:19]([NH2:22])[CH:20]=[CH2:21].[C:23]([OH:30])(=[O:29])/[CH:24]=[CH:25]/[C:26]([OH:28])=[O:27]>C(O)C>[C:23]([OH:30])(=[O:29])/[CH:24]=[CH:25]/[C:26]([OH:28])=[O:27].[CH2:19]([NH:22][C:4]([NH:17][CH3:18])=[N:5][C:6]1[CH:11]=[CH:10][CH:9]=[CH:8][C:7]=1[N:12]1[CH2:16][CH2:15][CH2:14][CH2:13]1)[CH:20]=[CH2:21] |f:0.1,5.6|. Reported procedure: A mixture of 2-methyl-1-[2-(1-pyrrolidinyl)phenyl]-3-methyl-2-thiopseudourea hydroiodide (14.7 g), allylamine (4.45 g) and ethanol (65 ml) was stored at ambient temperature for 50 days and was then heated under reflux for 20 hours to give an oil which was treated with fumaric acid to give 1-allyl-2-[2-(1-pyrrolidinyl)phenyl]-3-methylguanidine monofumarate (m.p. 162°-163° C.) which was recrystallised from a 1:2 mixture of methanol and ether. Starting materials: ClC1=[N+](C=CC(=C1)[N+](=O)[O-])[O-] (2-chloro-4-nitropyridine 1-oxide), C[Si](N1N=CN=C1)(C)C (1-(trimethylsilyl)-1H-1,2,4-triazole), C([O-])([O-])=O.[K+].[K+] (potassium carbonate). The solvent is CN(C)C=O (DMF). Conditions: time 2 hour. The product is [N+](=O)([O-])C1=CC(=[N+](C=C1)[O-])N1N=CN=C1 (4-nitro-2-(1H-1,2,4-triazol-1-yl)pyridine 1-oxide). The yield is 27.2%. As a reaction SMILES: Cl[C:2]1[CH:7]=[C:6]([N+:8]([O-:10])=[O:9])[CH:5]=[CH:4][N+:3]=1[O-:11].C[Si](C)(C)[N:14]1[CH:18]=[N:17][CH:16]=[N:15]1.C(=O)([O-])[O-].[K+].[K+]>CN(C=O)C>[N+:8]([C:6]1[CH:5]=[CH:4][N+:3]([O-:11])=[C:2]([N:14]2[CH:18]=[N:17][CH:16]=[N:15]2)[CH:7]=1)([O-:10])=[O:9] |f:2.3.4|. Procedure details: To a solution of 2-chloro-4-nitropyridine 1-oxide (2.00 g, 11.4 mmol) and 1-(trimethylsilyl)-1H-1,2,4-triazole (1.64 mL, 11.4 mmol) in DMF (40 mL), was added potassium carbonate (4.75 g, 34.4 mmol). The reaction mixture was allowed to stir at rt for 2 h. The DMF was evaporated and water was added. The precipitate was filtered and washed with water then hexane and dried under vacuum. The solid was purified by column to give 4-nitro-2-(1H-1,2,4-triazol-1-yl)pyridine 1-oxide (0.643 g, 27.1%) as a p...